From a dataset of the Open Reaction Database (ORD), a public repository of structured organic reaction records. describe an organic reaction: reactants, conditions, products, and yield The reactants are Cc1ccccc1, O=CC=CC1CCCC1, O=C(O)c1ccc([N+](=O)[O-])cc1, C[Si](C)(C)CCOCn1ccc2c(-c3cn[nH]c3)ncnc21. The product is C[Si](C)(C)CCOCn1ccc2c(-c3cnn(C(CC=O)C4CCCC4)c3)ncnc21. Reaction SMILES: [CH3:22][c:23]1[cH:24][cH:25][cH:26][cH:27][cH:28]1.[CH:1]1([CH:6]=[CH:7][CH:8]=[O:9])[CH2:2][CH2:3][CH2:4][CH2:5]1.[OH:10][C:11]([c:12]1[cH:13][cH:14][c:15]([N+:16](=[O:17])[O-:18])[cH:19][cH:20]1)=[O:21].[nH:29]1[n:30][cH:31][c:32](-[c:34]2[c:35]3[c:36]([n:37][cH:38][n:39]2)[n:40]([CH2:43][O:44][CH2:45][CH2:46][Si:47]([CH3:48])([CH3:49])[CH3:50])[cH:41][cH:42]3)[cH:33]1>>[CH:1]1([CH:6]([CH2:7][CH:8]=[O:9])[n:29]2[n:30][cH:31][c:32](-[c:34]3[c:35]4[c:36]([n:37][cH:38][n:39]3)[n:40]([CH2:43][O:44][CH2:45][CH2:46][Si:47]([CH3:48])([CH3:49])[CH3:50])[cH:41][cH:42]4)[cH:33]2)[CH2:2][CH2:3][CH2:4][CH2:5]1. Reactants: N[C@H](C1C(=O)N1)CCC (3(S)-amino-2-caprolactam), C(O)([O-])=O.[Na+] (sodium hydrogen carbonate), C(C1=CC=CC=C1)OC(=O)Cl (benzyloxycarbonyl chloride). Solvent: C1CCOC1 (THF), O (water). Conditions: time 18 hour. Product: C(C1=CC=CC=C1)OC(=O)N[C@H](C1C(=O)N1)CCC (3(S)-Benzyloxycarbonylamino-2-caprolactam). As a reaction SMILES: [NH2:1][C@@H:2]([CH2:7][CH2:8][CH3:9])[CH:3]1[NH:6][C:4]1=[O:5].C(=O)([O-])O.[Na+].[CH2:15]([O:22][C:23](Cl)=[O:24])[C:16]1[CH:21]=[CH:20][CH:19]=[CH:18][CH:17]=1>C1COCC1.O>[CH2:15]([O:22][C:23]([NH:1][C@@H:2]([CH2:7][CH2:8][CH3:9])[CH:3]1[NH:6][C:4]1=[O:5])=[O:24])[C:16]1[CH:21]=[CH:20][CH:19]=[CH:18][CH:17]=1 |f:1.2|. Procedure: To a solution obtained by dissolving 3(S)-amino-2-caprolactam (5.00 g, 39.01 mmol) in THF (20 ml) and water (40 ml), sodium hydrogen carbonate (4.92 g, 58.56 mol) and benzyloxycarbonyl chloride (5.57 ml, 39.01 mmol) were added under ice cooling, and the mixture was stirred at room temperature for 18 hours. Starting materials: CC(=O)NC1Cc2ccc(S(=O)(=O)Cl)cc2C1, CC#N, Cl, [Zn]. RXN SMILES: [C:1]([CH3:2])(=[O:3])[NH:4][CH:5]1[CH2:6][c:7]2[cH:8][cH:9][c:10]([S:14]([Cl:15])(=[O:16])=[O:17])[cH:11][c:12]2[CH2:13]1.[CH3:19][C:20]#[N:21].[ClH:18].[Zn:22]>>[C:1]([CH3:2])(=[O:3])[NH:4][CH:5]1[CH2:6][c:7]2[cH:8][cH:9][c:10]([SH:14])[cH:11][c:12]2[CH2:13]1. Product: CC(=O)NC1Cc2ccc(S)cc2C1. Reported procedure: 480 mg (1.9 mMol) 5-(6-azido-pyrimidin-4-yloxy)-1H-indole in 25 ml THF are hydrogenated in presence of 75 mg Pd/C 10%. Filtration, concentration of the filtrate and column chromatography (SiO2; EtOAc/hexane 3:1→EtOAc) gives the title compound: MS: [M+1]+=227; TLC(EtOAc): Rf=0.11 Product: NC1=CC(=NC=N1)OC=1C=C2C=CNC2=CC1 (5-(6-Amino-pyrimidin-4-yloxy)-1H-indole). The reactants are N(=[N+]=[N-])C1=CC(=NC=N1)OC=1C=C2C=CNC2=CC1 (5-(6-azido-pyrimidin-4-yloxy)-1H-indole). RXN SMILES: [N:1]([C:4]1[N:9]=[CH:8][N:7]=[C:6]([O:10][C:11]2[CH:12]=[C:13]3[C:17](=[CH:18][CH:19]=2)[NH:16][CH:15]=[CH:14]3)[CH:5]=1)=[N+]=[N-]>C1COCC1.[Pd]>[NH2:1][C:4]1[N:9]=[CH:8][N:7]=[C:6]([O:10][C:11]2[CH:12]=[C:13]3[C:17](=[CH:18][CH:19]=2)[NH:16][CH:15]=[CH:14]3)[CH:5]=1. Reagents/catalysts: [Pd] (Pd/C). The solvent is C1CCOC1 (THF). The reactants are O=C1CCC(=O)N1Br, COc1ccc2nc(C)ccc2c1, CC#N. The product is COc1ccc2nc(C)ccc2c1Br. Reaction SMILES: [Br:14][N:15]1[C:16](=[O:17])[CH2:18][CH2:19][C:20]1=[O:21].[CH3:1][O:2][c:3]1[cH:4][c:5]2[cH:6][cH:7][c:8]([CH3:13])[n:9][c:10]2[cH:11][cH:12]1.[CH3:22][C:23]#[N:24]>>[CH3:1][O:2][c:3]1[c:4]([Br:14])[c:5]2[cH:6][cH:7][c:8]([CH3:13])[n:9][c:10]2[cH:11][cH:12]1.